This data is from the Open Reaction Database (ORD), a public repository of structured organic reaction records. The task is: describe an organic reaction: reactants, conditions, products, and yield Reactants: CO (Methanol), B.O1CCCC1 (Borane tetrahydrofuran), C(CCC)OC1=NC(=C(C=C1C#N)C1=CC=C(C=C1)S(=O)(=O)C)C1=CC=C(C=C1)F (2-Butoxy-6-(4-fluorophenyl)-5-[4-(methylsulfonyl)phenyl]pyridine-3-carbonitrile), B.O1CCCC1 (borane tetrahydrofuran). Solvent: O1CCCC1 (tetrahydrofuran). Run at time 1 hour. Product: C(CCC)OC1=NC(=C(C=C1CN)C1=CC=C(C=C1)S(=O)(=O)C)C1=CC=C(C=C1)F (2-Butoxy-6-(4-fluorophenyl)-5-[4-(methylsulfonyl)phenyl]pyridine-3-methylamine). As a reaction SMILES: B.O1CCCC1.[CH2:7]([O:11][C:12]1[C:17]([C:18]#[N:19])=[CH:16][C:15]([C:20]2[CH:25]=[CH:24][C:23]([S:26]([CH3:29])(=[O:28])=[O:27])=[CH:22][CH:21]=2)=[C:14]([C:30]2[CH:35]=[CH:34][C:33]([F:36])=[CH:32][CH:31]=2)[N:13]=1)[CH2:8][CH2:9][CH3:10].CO>O1CCCC1>[CH2:7]([O:11][C:12]1[C:17]([CH2:18][NH2:19])=[CH:16][C:15]([C:20]2[CH:21]=[CH:22][C:23]([S:26]([CH3:29])(=[O:28])=[O:27])=[CH:24][CH:25]=2)=[C:14]([C:30]2[CH:31]=[CH:32][C:33]([F:36])=[CH:34][CH:35]=2)[N:13]=1)[CH2:8][CH2:9][CH3:10] |f:0.1|. Procedure: Borane-tetrahydrofuran (1.0M in tetrahydrofuran, 1.5 mL, 0.0016 mole) was added by syringe to a solution of 2-butoxy-6-(4-fluorophenyl)-5-[4-(methylsulfonyl)phenyl]pyridine-3-carbonitrile (Example 14) (0.68 g, 0.0016 mole) in tetrahydrofuran (100 mL). After stirring at room temperature for 1 hour the solution was heated to reflux for 20 hours. Additional borane-tetrahydrofuran (2.4 mL) was added in three portions over the next 3 hours to the hot solution and stirred for 1 hour before cooling to ... Reactants: CCOC(C)=O, COc1ccccc1C=CC(C)=O, O=[Pt]. Product: COc1ccccc1CCC(C)=O. Reaction SMILES: [CH3:16][CH2:17][O:18][C:19](=[O:20])[CH3:21].[CH:1]([c:2]1[c:3]([O:8][CH3:9])[cH:4][cH:5][cH:6][cH:7]1)=[CH:10][C:11]([CH3:12])=[O:13].[Pt:14]=[O:15]>>[CH2:1]([c:2]1[c:3]([O:8][CH3:9])[cH:4][cH:5][cH:6][cH:7]1)[CH2:10][C:11]([CH3:12])=[O:13]. Starting materials: CC1C(C2=C(SC3=C1C=CC=C3)SC=C2)=O (5-methyl-benzo[f]thieno[2,3-b]thiepin-4(5H)-one), [BH4-].[Na+] (sodium borohydride). Solvent: C(C)O (ethanol). The product is CC1C(C2=C(SC3=C1C=CC=C3)SC=C2)O (4,5-dihydro-5-methyl-benzo[f]thieno[2,3-b]thiepin-4-ol). RXN SMILES: [CH3:1][CH:2]1[C:8]2[CH:9]=[CH:10][CH:11]=[CH:12][C:7]=2[S:6][C:5]2[S:13][CH:14]=[CH:15][C:4]=2[C:3]1=[O:16].[BH4-].[Na+]>C(O)C>[CH3:1][CH:2]1[C:8]2[CH:9]=[CH:10][CH:11]=[CH:12][C:7]=2[S:6][C:5]2[S:13][CH:14]=[CH:15][C:4]=2[CH:3]1[OH:16] |f:1.2|. Procedure details: 24.6 g (0.1 mole) of 5-methyl-benzo[f]thieno[2,3-b]thiepin-4(5H)-one [see British Patent No. 1,334,538 and U.S. Pat. No. 3,682,959) is suspended in 350 ml of abs. ethanol, and to the suspension is added at 8°, with stirring, 3.8 g (0.1 mole) of sodium borohydride. The mixture is then stirred for 15 hours at room temperature. The clear solution is concentrated in vacuo, and the oily residue is taken up in methylene chloride. The solution is washed twice with water, dried over sodium sulphate and ... The reactants are N (ammonia), BrC=1C(N(C=C(C1)C1=NC=CC=C1)C1=CC=CC=C1)=O (3-bromo-5-(2-pyridyl)-1-phenyl-1,2-dihydropyridin-2-one), ClC1=CC=C(C=C1)S (4-chlorothiophenol), [OH-].[Na+] (sodium hydroxide). The reagents and catalysts are [Cu](I)I (copper iodide). The solvent is O (water), CN(C=O)C (dimethylformamide). Run at temperature 150 celsius, time 8 hour. The product is ClC1=CC=C(C=C1)SC=1C(N(C=C(C1)C1=NC=CC=C1)C1=CC=CC=C1)=O (3-(4-Chlorophenylthio)-5-(2-pyridyl)-1-phenyl-1,2-dihydropyridin-2-one). Yield: 26.8%. RXN SMILES: Br[C:2]1[C:3](=[O:20])[N:4]([C:14]2[CH:19]=[CH:18][CH:17]=[CH:16][CH:15]=2)[CH:5]=[C:6]([C:8]2[CH:13]=[CH:12][CH:11]=[CH:10][N:9]=2)[CH:7]=1.[Cl:21][C:22]1[CH:27]=[CH:26][C:25]([SH:28])=[CH:24][CH:23]=1.[OH-].[Na+].N>CN(C)C=O.[Cu](I)I.O>[Cl:21][C:22]1[CH:27]=[CH:26][C:25]([S:28][C:2]2[C:3](=[O:20])[N:4]([C:14]3[CH:19]=[CH:18][CH:17]=[CH:16][CH:15]=3)[CH:5]=[C:6]([C:8]3[CH:13]=[CH:12][CH:11]=[CH:10][N:9]=3)[CH:7]=2)=[CH:24][CH:23]=1 |f:2.3|. Reported procedure: 25 mg of 3-bromo-5-(2-pyridyl)-1-phenyl-1,2-dihydropyridin-2-one was dissolved in 20 ml of dimethylformamide. To the mixture were added 17 mg of 4-chlorothiophenol, 3 mg of sodium hydroxide and 2 mg of copper iodide, followed by stirring at 150° C. in nitrogen atmosphere overnight. After cooling to room temperature, the reaction mixture was poured into water. An aqueous ammonia was added thereto, followed by extracting with ethyl acetate. The organic layer was washed with brine and dried over an...